This data is from the Open Reaction Database (ORD), a public repository of structured organic reaction records. The task is: describe an organic reaction: reactants, conditions, products, and yield Procedure details: A mixture of 6-fluoro-3-(4-piperidinyl)-1,2-benzisoxazole (5.5 g, 25 mmol), 4-bromobutylphthalimide (8.0 g, 28.3 mmol, 1.13 eq), K2CO 3 (4.55 g, 32 mmol) in acetonitrile (100 ml) was heated at reflux for 3 hours. At the end of the reaction, the mixture was filtered. The insolubles were washed with dichloromethane (200 ml). The organic solution was concentrated gradually to allow cystallization. The crude crystals (5.9 g) were collected. The mother liquor was concentrated to a solid (5.5 g). Puri... Reaction SMILES: [F:1][C:2]1[CH:16]=[CH:15][C:5]2[C:6]([CH:9]3[CH2:14][CH2:13][NH:12][CH2:11][CH2:10]3)=[N:7][O:8][C:4]=2[CH:3]=1.BrCCCC[C:22]1[CH:32]=[CH:31][CH:30]=[C:24]2[C:25]([NH:27][C:28](=[O:29])[C:23]=12)=[O:26]>C(#N)C>[F:1][C:2]1[CH:16]=[CH:15][C:5]2[C:6]([CH:9]3[CH2:10][CH2:11][N:12]([CH2:16][CH2:2][CH2:3][CH2:4][N:27]4[C:28](=[O:29])[C:23]5=[CH:22][CH:32]=[CH:31][CH:30]=[C:24]5[C:25]4=[O:26])[CH2:13][CH2:14]3)=[N:7][O:8][C:4]=2[CH:3]=1. The solvent is C(C)#N (acetonitrile). Isolated yield 47.1%. The reactants are FC1=CC2=C(C(=NO2)C2CCNCC2)C=C1 (6-fluoro-3-(4-piperidinyl)-1,2-benzisoxazole), BrCCCCC1=C2C(C(=O)NC2=O)=CC=C1 (4-bromobutylphthalimide), K2CO. Product: FC1=CC2=C(C(=NO2)C2CCN(CC2)CCCCN2C(C=3C(C2=O)=CC=CC3)=O)C=C1 (N-[4-[4-(6-fluoro-1,2-benzisoxazol-3-yl)-1-piperidinyl]butyl]phthalimide).